This data is from the Open Reaction Database (ORD), a public repository of structured organic reaction records. The task is: describe an organic reaction: reactants, conditions, products, and yield Starting materials: OBO, CC(=O)[O-], CC(=O)[O-], CC1CN(Cc2ccc(N(C)S(=O)(=O)c3ccc(Cl)nc3)cc2)CCN1C(=O)OC(C)(C)C, Fc1ccccc1, [K+], [K+], O=C([O-])[O-], [Pd+2], c1ccc(P(c2ccccc2)c2ccccc2)cc1. Product: CC1CN(Cc2ccc(N(C)S(=O)(=O)c3ccc(-c4ccc(F)cc4)nc3)cc2)CCN1C(=O)OC(C)(C)C. As a reaction SMILES: [BH:34]([OH:35])[OH:36].[C:69]([O-:70])(=[O:71])[CH3:72].[C:74]([O-:75])(=[O:76])[CH3:77].[Cl:1][c:2]1[cH:3][cH:4][c:5]([S:8](=[O:9])(=[O:10])[N:11]([c:12]2[cH:13][cH:14][c:15]([CH2:18][N:19]3[CH2:20][CH:21]([CH3:32])[N:22]([C:25](=[O:26])[O:27][C:28]([CH3:29])([CH3:30])[CH3:31])[CH2:23][CH2:24]3)[cH:16][cH:17]2)[CH3:33])[cH:6][n:7]1.[F:37][c:38]1[cH:39][cH:40][cH:41][cH:42][cH:43]1.[K+:63].[K+:64].[O-:65][C:66]([O-:67])=[O:68].[Pd+2:73].[c:44]1([P:45]([c:46]2[cH:47][cH:48][cH:49][cH:50][cH:51]2)[c:52]2[cH:53][cH:54][cH:55][cH:56][cH:57]2)[cH:58][cH:59][cH:60][cH:61][cH:62]1>>[c:2]1(-[c:41]2[cH:40][cH:39][c:38]([F:37])[cH:43][cH:42]2)[cH:3][cH:4][c:5]([S:8](=[O:9])(=[O:10])[N:11]([c:12]2[cH:13][cH:14][c:15]([CH2:18][N:19]3[CH2:20][CH:21]([CH3:32])[N:22]([C:25](=[O:26])[O:27][C:28]([CH3:29])([CH3:30])[CH3:31])[CH2:23][CH2:24]3)[cH:16][cH:17]2)[CH3:33])[cH:6][n:7]1. Starting materials: N1=C(C=CC=C1)CCNC(=O)C=1C(=CC=CC1)C1=C(C=CC=C1)CN (2′-aminomethylbiphenyl-2-carboxylic acid 2-(2-pyridyl)-ethylamide), FC=1C=C(C=CC1)S(=O)(=O)Cl (3-fluorophenylsulfonyl chloride), N1=C(C=CC=C1)CCNC(=O)C=1C(=CC=CC1)C1=C(C=CC=C1)C(N)S(=O)(=O)C1=CC(=CC=C1)F (2′-(3-fluorophenylsulfonyl-aminomethyl)biphenyl-2-carboxylic acid 2-(2-pyridyl)ethylamide). Yields the product N1=C(C=CC=C1)CCNC(=O)C=1C(=CC=CC1)C1=C(C=CC=C1)CNS(=O)(=O)C1=CC(=CC=C1)F (2′-(3-Fluorophenylsulfonylaminomethyl)biphenyl-2-carboxylic acid 2-(2-pyridyl)ethylamide). Reaction SMILES: [N:1]1[CH:6]=[CH:5][CH:4]=[CH:3][C:2]=1[CH2:7][CH2:8][NH:9][C:10]([C:12]1[C:13]([C:18]2[CH:23]=[CH:22][CH:21]=[CH:20][C:19]=2[CH2:24][NH2:25])=[CH:14][CH:15]=[CH:16][CH:17]=1)=[O:11].[F:26][C:27]1[CH:28]=[C:29]([S:33](Cl)(=[O:35])=[O:34])[CH:30]=[CH:31][CH:32]=1.N1C=CC=CC=1CCNC(C1C(C2C=CC=CC=2C(S(C2C=CC=C(F)C=2)(=O)=O)N)=CC=CC=1)=O>>[N:1]1[CH:6]=[CH:5][CH:4]=[CH:3][C:2]=1[CH2:7][CH2:8][NH:9][C:10]([C:12]1[C:13]([C:18]2[CH:23]=[CH:22][CH:21]=[CH:20][C:19]=2[CH2:24][NH:25][S:33]([C:29]2[CH:30]=[CH:31][CH:32]=[C:27]([F:26])[CH:28]=2)(=[O:35])=[O:34])=[CH:14][CH:15]=[CH:16][CH:17]=1)=[O:11]. Procedure details: From 0.3 mmol of 2′-aminomethylbiphenyl-2-carboxylic acid 2-(2-pyridyl)-ethylamide (precursor 5d) and 3-fluorophenylsulfonyl chloride, according to the general working procedure 102 mg of 2′-(3-fluorophenylsulfonyl-aminomethyl)biphenyl-2-carboxylic acid 2-(2-pyridyl)ethylamide were obtained; m.p. 123° C. MS (ES+): m/e=490 (M+1).